describe an organic reaction: reactants, conditions, products, and yield From a dataset of the Open Reaction Database (ORD), a public repository of structured organic reaction records. The reactants are C(C)OC(=O)C1(CN(CCC1)CC1COC2=C(O1)C=CC=C2)CC (1-(2,3-dihydrobenzo[1,4]dioxin-2-ylmethyl)-3-ethylpiperidine-3-carboxylic acid ethyl ester), C(C=C)Br (allyl bromide). Product: C(C)OC(=O)C1(CN(CCC1)CC1COC2=C(O1)C=CC=C2)CC=C (3-Allyl-1-(2,3-dihydrobenzo[1,4]dioxin-2-ylmethyl)-piperidine-3-carboxylic acid ethyl ester). Reaction SMILES: [CH2:1]([O:3][C:4]([C:6]1([CH2:23][CH3:24])[CH2:11][CH2:10][CH2:9][N:8]([CH2:12][CH:13]2[O:18][C:17]3[CH:19]=[CH:20][CH:21]=[CH:22][C:16]=3[O:15][CH2:14]2)[CH2:7]1)=[O:5])[CH3:2].[CH2:25](Br)C=C>>[CH2:1]([O:3][C:4]([C:6]1([CH2:23][CH:24]=[CH2:25])[CH2:11][CH2:10][CH2:9][N:8]([CH2:12][CH:13]2[O:18][C:17]3[CH:19]=[CH:20][CH:21]=[CH:22][C:16]=3[O:15][CH2:14]2)[CH2:7]1)=[O:5])[CH3:2]. Procedure: The procedure described above for 1-(2,3-dihydrobenzo[1,4]dioxin-2-ylmethyl)-3-ethylpiperidine-3-carboxylic acid ethyl ester was repeated except that allyl bromide was used instead of methyl iodide. Starting materials: ClC1=CC=C(C=C1)[Mg]Cl.C1CCOC1 (4-chlorophenylmagnesium chloride THF), C1=CC(=CC=C1Cl)Br (1,4-bromochlorobenzene), S(O)(O)(=O)=O (sulfuric acid). Reagents/catalysts: C1=CC=C(C=C1)P([C-]2C=CC=C2)C3=CC=CC=C3.C1=CC=C(C=C1)P([C-]2C=CC=C2)C3=CC=CC=C3.Cl[Pd]Cl.[Fe+2] (Pd(dppf)Cl2). Solvent: C1CCOC1 (THF). The product is ClC1=CC=C(C=C1)C1=CC=C(C=C1)Cl (4,4'-dichlorobiphenyl). As a reaction SMILES: [Cl:1][C:2]1[CH:7]=[CH:6][C:5]([Mg]Cl)=[CH:4][CH:3]=1.C1COCC1.[CH:15]1[C:20]([Cl:21])=[CH:19][CH:18]=[C:17](Br)[CH:16]=1.S(=O)(=O)(O)O>C1COCC1.C1C=CC(P(C2C=CC=CC=2)[C-]2C=CC=C2)=CC=1.C1C=CC(P(C2C=CC=CC=2)[C-]2C=CC=C2)=CC=1.Cl[Pd]Cl.[Fe+2]>[Cl:1][C:2]1[CH:7]=[CH:6][C:5]([C:17]2[CH:16]=[CH:15][C:20]([Cl:21])=[CH:19][CH:18]=2)=[CH:4][CH:3]=1 |f:0.1,5.6.7.8|. Procedure details: 0.5 mol of a 25% strength by weight 4-chlorophenylmagnesium chloride/THF solution is added dropwise in the course of 30 minutes to a boiling solution of 0.5 mol of 1,4-bromochlorobenzene and 0.25 g of Pd(dppf)Cl2 *CH2Cl2 in 100 ml of THF. After stirring under reflux for four hours, the mixture is hydrolyzed with dilute sulfuric acid (conversion 99%, selectivity 98%). The organic phase is freed from the solvent by distillation. The crude 4,4'-dichlorobiphenyl thus obtained is recrystallized from ... Starting materials: C(C1=CC=CC=C1)OC1=CC=C(C=C1)C(C(F)(F)F)(C)O (4-(2-hydroxy-1,1,1-trifluoro-2-propyl)phenol benzyl ether). Reagents/catalysts: [Pd] (palladium). Run in C(C)(=O)O (acetic acid). Product: OC(C(F)(F)F)(C)C1=CC=C(C=C1)O (4-(2-Hydroxy-1,1,1-trifluoro-2-propyl)phenol). Reaction SMILES: C([O:8][C:9]1[CH:14]=[CH:13][C:12]([C:15]([OH:21])([CH3:20])[C:16]([F:19])([F:18])[F:17])=[CH:11][CH:10]=1)C1C=CC=CC=1>C(O)(=O)C.[Pd]>[OH:21][C:15]([C:12]1[CH:13]=[CH:14][C:9]([OH:8])=[CH:10][CH:11]=1)([CH3:20])[C:16]([F:18])([F:19])[F:17]. Reported procedure: 31.3 g (0.106 mol) of 4-(2-hydroxy-1,1,1-trifluoro-2-propyl)phenol benzyl ether were hydrogenated in 380 ml of glacial acetic acid in the presence of 6.3 g of palladium (5% on charcoal) at 50° C. After filtration to remove the catalyst and concentration, 18.9 g (87% of theory) remained of a colorless product. Starting materials: CCCCCC(O)C=Cc1scnc1CCCCCCC(=O)OC, CC(=O)OC(C)=O, O, c1ccncc1. Yields the product CCCCCC(C=Cc1scnc1CCCCCCC(=O)OC)OC(C)=O. RXN SMILES: [C:1](=[O:2])([O:3][CH3:4])[CH2:5][CH2:6][CH2:7][CH2:8][CH2:9][CH2:10][c:11]1[n:12][cH:13][s:14][c:15]1[CH:16]=[CH:17][CH:18]([CH2:19][CH2:20][CH2:21][CH2:22][CH3:23])[OH:24].[CH3:25][C:26](=[O:27])[O:28][C:29](=[O:30])[CH3:31].[OH2:38].[cH:32]1[cH:33][cH:34][n:35][cH:36][cH:37]1>>[C:1](=[O:2])([O:3][CH3:4])[CH2:5][CH2:6][CH2:7][CH2:8][CH2:9][CH2:10][c:11]1[n:12][cH:13][s:14][c:15]1[CH:16]=[CH:17][CH:18]([CH2:19][CH2:20][CH2:21][CH2:22][CH3:23])[O:24][C:26]([CH3:25])=[O:27].